From a dataset of the Open Reaction Database (ORD), a public repository of structured organic reaction records. describe an organic reaction: reactants, conditions, products, and yield Starting materials: C(#N)C=1C=C2C3C(C(OC2=CC1)(C)C)O3 (6-cyano-2,2-dimethyl-3,4-epoxychroman), C1(CCCCC1)S (cyclohexylmercaptan), methanolic solution, [OH-].C(C1=CC=CC=C1)[N+](C)(C)C (benzyltrimethylammonium hydroxide). Solvent: O1CCCC1 (tetrahydrofuran). Product: C(#N)C=1C=C2[C@H]([C@@H](C(OC2=CC1)(C)C)O)SC1CCCCC1 (Trans-6-cyano-4-cyclohexylthio-2,2-dimethyl-3-hydroxychroman). As a reaction SMILES: [C:1]([C:3]1[CH:4]=[C:5]2[C:10](=[CH:11][CH:12]=1)[O:9][C:8]([CH3:14])([CH3:13])[CH:7]1[O:15][CH:6]21)#[N:2].[CH:16]1([SH:22])[CH2:21][CH2:20][CH2:19][CH2:18][CH2:17]1.[OH-].C([N+](C)(C)C)C1C=CC=CC=1>O1CCCC1>[C:1]([C:3]1[CH:4]=[C:5]2[C:10](=[CH:11][CH:12]=1)[O:9][C:8]([CH3:14])([CH3:13])[C@@H:7]([OH:15])[C@@H:6]2[S:22][CH:16]1[CH2:21][CH2:20][CH2:19][CH2:18][CH2:17]1)#[N:2] |f:2.3|. Procedure details: A mixture of 1.5 g of 6-cyano-2,2-dimethyl-3,4-epoxychroman, 1.2 g of cyclohexylmercaptan and 0.3 g of a 35% methanolic solution of benzyltrimethylammonium hydroxide in 10 ml of tetrahydrofuran is refluxed for 8 hours. Starting materials: BrC1=CC=C(C=C1)C(CC(=O)C1=CC(=NC=C1)C)C1=C(C=CC=C1)C (3-(4-Bromo-phenyl)-1-(2-methyl-pyridin-4-yl)-3-o-tolyl-propan-1-one), B(C1=CC(=C(C=C1)C(=O)OC)Cl)(O)O ((3-chloro-4-methoxycarbonyl)benzeneboronic acid). Product: COC(=O)C1=C(C=C(C=C1)C1=CC=C(C=C1)C(CC(=O)C1=CC(=NC=C1)C)C1=C(C=CC=C1)C)Cl (3-Chloro-4′-[3-(2-methyl-pyridin-4-yl)-3-oxo-1-o-tolyl-propyl]-biphenyl-4-carboxylic acid methyl ester). Reaction SMILES: Br[C:2]1[CH:7]=[CH:6][C:5]([CH:8]([C:19]2[CH:24]=[CH:23][CH:22]=[CH:21][C:20]=2[CH3:25])[CH2:9][C:10]([C:12]2[CH:17]=[CH:16][N:15]=[C:14]([CH3:18])[CH:13]=2)=[O:11])=[CH:4][CH:3]=1.B(O)(O)[C:27]1[CH:32]=[CH:31][C:30]([C:33]([O:35][CH3:36])=[O:34])=[C:29]([Cl:37])[CH:28]=1>>[CH3:36][O:35][C:33]([C:30]1[CH:31]=[CH:32][C:27]([C:2]2[CH:3]=[CH:4][C:5]([CH:8]([C:19]3[CH:24]=[CH:23][CH:22]=[CH:21][C:20]=3[CH3:25])[CH2:9][C:10]([C:12]3[CH:17]=[CH:16][N:15]=[C:14]([CH3:18])[CH:13]=3)=[O:11])=[CH:6][CH:7]=2)=[CH:28][C:29]=1[Cl:37])=[O:34]. Procedure: In analogy to example 74, step 6, from 3-(4-bromo-phenyl)-1-(2-methyl-pyridin-4-yl)-3-o-tolyl-propan-1-one (example 74, step 5) and (3-chloro-4-methoxycarbonyl)benzeneboronic acid was prepared the title compound as a colorless oil, MS (ESI+): m/z=484.1680 ([M+H]+, 1Cl). Starting materials: C(O)([O-])=O.[Na+] (sodium hydrogencarbonate), N1C=NC=C1 (imidazole), [Si](C)(C)(C(C)(C)C)Cl (tert-butyldimethylsilyl chloride), C(O)CN (Ethanolamine). The solvent is O (Water), CN(C)C=O (DMF). Reaction conditions: time 12 hour. Yields the product [Si](C)(C)(C(C)(C)C)OCCN (2-(tert-butyldimethylsilyloxy)ethylamine). The yield is 55.3%. Reaction SMILES: [CH2:1]([CH2:3][NH2:4])[OH:2].N1C=CN=C1.[Si:10](Cl)([C:13]([CH3:16])([CH3:15])[CH3:14])([CH3:12])[CH3:11].C(=O)([O-])O.[Na+]>CN(C=O)C.O>[Si:10]([O:2][CH2:1][CH2:3][NH2:4])([C:13]([CH3:16])([CH3:15])[CH3:14])([CH3:12])[CH3:11] |f:3.4|. Procedure details: Ethanolamine (2.00 g, 32.7 mmol) was dissolved in DMF (15 mL) followed by addition of imidazole (1.11 g, 16.4 mmol) and tert-butyldimethylsilyl chloride (2.46 g, 16.4 mmol), and then the mixture was stirred at room temperature for 12 hours. Water and an aqueous saturated sodium hydrogencarbonate solution were added to the reaction mixture in that order, and then the mixture was extracted with ethyl acetate. The organic layer was washed with a saturated saline solution and dried over anhydrous so... The reactants are ice water, C(C(C)(C)C)(=O)CC#N (Pivaloyl acetonitrile), C1(=CC=CC=C1)NN (Phenylhydrazine), C(C)(=O)O (acetic acid). Solvent: C(C)O (ethanol), C(C)O (ethanol). Yields the product NC1=CC(=NN1C1=CC=CC=C1)C(C)(C)C (5-amino-3-t-butyl-1-phenyl-pyrazole). RXN SMILES: [C:1]([CH2:7][C:8]#[N:9])(=O)[C:2]([CH3:5])([CH3:4])[CH3:3].[C:10]1([NH:16][NH2:17])[CH:15]=[CH:14][CH:13]=[CH:12][CH:11]=1.C(O)(=O)C>C(O)C>[NH2:9][C:8]1[N:16]([C:10]2[CH:15]=[CH:14][CH:13]=[CH:12][CH:11]=2)[N:17]=[C:1]([C:2]([CH3:5])([CH3:4])[CH3:3])[CH:7]=1. Procedure details: Pivaloyl acetonitrile (30.0 g; 0.24 mole) and ethanol (200 ml) were placed into a 500 ml round bottom flask. Phenylhydrazine (23.6 ml; 0.24 mole) was added with stirring followed by acetic acid (13.8 ml). The reaction was refluxed for 5 hours. Part of the ethanol was stripped off and the residue was poured into ice water. The product was filtered off and washed with water. The solid was dissolved in hot ethanol (100 ml), diluted with water, stirred, filtered, and washed with water. The yield of ...